Dataset: the Open Reaction Database (ORD), a public repository of structured organic reaction records. Task: describe an organic reaction: reactants, conditions, products, and yield The reactants are ClC1=CC=C(C=C1)N1C(N(C=C1C1=CC=CC=C1)CC(=O)O)=O ([3-(4-chlorophenyl)-2-oxo-4-phenyl-4-imidazolin-1-yl] acetic acid), S(=O)(Cl)Cl (thionylchloride). The solvent is C(Cl)(Cl)Cl (chloroform). Conditions: temperature 50 celsius, time 2 hour. Product: C(CCCCC)OC(CN1C(N(C(=C1)C1=CC=CC=C1)C1=CC=C(C=C1)Cl)=O)=O ([3-(4-Chlorophenyl)-2-oxo-4-phenyl-4-imidazolin-1-yl] acetic acid hexyl ester). Reaction SMILES: [Cl:1][C:2]1[CH:7]=[CH:6][C:5]([N:8]2[C:12]([C:13]3[CH:18]=[CH:17][CH:16]=[CH:15][CH:14]=3)=[CH:11][N:10]([CH2:19][C:20]([OH:22])=[O:21])[C:9]2=[O:23])=[CH:4][CH:3]=1.S(Cl)(Cl)=O>C(Cl)(Cl)Cl>[CH2:6]([O:21][C:20](=[O:22])[CH2:19][N:10]1[CH:11]=[C:12]([C:13]2[CH:18]=[CH:17][CH:16]=[CH:15][CH:14]=2)[N:8]([C:5]2[CH:6]=[CH:7][C:2]([Cl:1])=[CH:3][CH:4]=2)[C:9]1=[O:23])[CH2:7][CH2:2][CH2:3][CH2:4][CH3:5]. Procedure: 1 g of [3-(4-chlorophenyl)-2-oxo-4-phenyl-4-imidazolin-1-yl] acetic acid are dissolved in a small amount of anhydrous chloroform. 0.7 g of thionylchloride are added thereto and the mixture is stirred at about 50° C. for 2 hours. The mixture is evaporated in a vacuum, the residue is mixed with a small amount of chloroform and 0.31 g of hexanol are added to the mixture. After stirring for one hour at room temperature, the CHCl3 -solution is first extracted with an NaHCO3 -solution and then with wa... Reactants: CC(C)=CC(=O)O, Cl, Cl, Cl, NC1CCC(CCN2CCN(c3nccc4c3CCO4)CC2)CC1. Product: CC(C)=CC(=O)NC1CCC(CCN2CCN(c3nccc4c3CCO4)CC2)CC1. RXN SMILES: [CH3:28][C:29](=[CH:30][C:31](=[O:32])[OH:33])[CH3:34].[ClH:1].[ClH:2].[ClH:3].[O:4]1[CH2:5][CH2:6][c:7]2[c:8]([N:13]3[CH2:14][CH2:15][N:16]([CH2:19][CH2:20][CH:21]4[CH2:22][CH2:23][CH:24]([NH2:27])[CH2:25][CH2:26]4)[CH2:17][CH2:18]3)[n:9][cH:10][cH:11][c:12]21>>[O:4]1[CH2:5][CH2:6][c:7]2[c:8]([N:13]3[CH2:14][CH2:15][N:16]([CH2:19][CH2:20][CH:21]4[CH2:22][CH2:23][CH:24]([NH:27][C:31]([CH:30]=[C:29]([CH3:28])[CH3:34])=[O:32])[CH2:25][CH2:26]4)[CH2:17][CH2:18]3)[n:9][cH:10][cH:11][c:12]21. Reactants: 94, Cl.C1(=CC=CC=C1)C1(CCN(CC1)CC1=CC=CC=C1)C#N (4-phenyl-1-(phenylmethyl)-4-piperidinecarbonitrile monohyrochloride), O(CC)CC (1,1'-oxybisethane), [Mg] (magnesium), BrC1=CC=C(C=C1)F (1-bromo-4-fluorobenzene). Solvent: CC1=CC=CC=C1 (methylbenzene). The product is 91, FC1=CC=C(C=C1)C(=O)C1(CCN(CC1)CC1=CC=CC=C1)C1=CC=CC=C1 ((4-fluorophenyl)[4-phenyl-1-(phenylmethyl)-4-piperidinyl]methanone). The yield is 81.0%. RXN SMILES: [Mg].Br[C:3]1[CH:8]=[CH:7][C:6]([F:9])=[CH:5][CH:4]=1.[O:10](CC)CC.Cl.[C:16]1([C:22]2([C:35]#N)[CH2:27][CH2:26][N:25]([CH2:28][C:29]3[CH:34]=[CH:33][CH:32]=[CH:31][CH:30]=3)[CH2:24][CH2:23]2)[CH:21]=[CH:20][CH:19]=[CH:18][CH:17]=1>CC1C=CC=CC=1>[F:9][C:6]1[CH:7]=[CH:8][C:3]([C:35]([C:22]2([C:16]3[CH:21]=[CH:20][CH:19]=[CH:18][CH:17]=3)[CH2:27][CH2:26][N:25]([CH2:28][C:29]3[CH:34]=[CH:33][CH:32]=[CH:31][CH:30]=3)[CH2:24][CH2:23]2)=[O:10])=[CH:4][CH:5]=1 |f:3.4|. Procedure details: To a stirred and refluxing Grignard-complex previously prepared starting from 14.6 parts of magnesium and 105 parts of 1-bromo-4-fluorobenzene in 450 parts of 1,1'-oxybisethane, was added dropwise a solution of 94 parts of 4-phenyl-1-(phenylmethyl)-4-piperidinecarbonitrile monohyrochloride in 360 parts of methylbenzene. About 250 parts of 1,1'-oxybisethane were distilled off at an internal temperature of 60°-65° C. The turbid solution was stirred and refluxed for 5 hours. The reaction mixture wa... Reactants: [BH4-], Fc1ccc(CCNCc2ccc(C3CC3)cc2)cc1C(F)(F)F, CC1(c2ccc(C=O)cc2Cl)CC1, NCCc1ccc(Cl)c(Cl)c1, [Na+]. The product is CC1(c2ccc(CNCCc3ccc(Cl)c(Cl)c3)cc2Cl)CC1. As a reaction SMILES: [BH4-:49].[CH:1]1([c:2]2[cH:3][cH:4][c:5]([CH2:6][NH:7][CH2:8][CH2:9][c:10]3[cH:11][cH:12][c:13]([F:14])[c:15]([C:16]([F:17])([F:18])[F:19])[cH:20]3)[cH:21][cH:22]2)[CH2:23][CH2:24]1.[Cl:25][c:26]1[cH:27][c:28]([CH:29]=[O:30])[cH:31][cH:32][c:33]1[C:34]1([CH3:37])[CH2:35][CH2:36]1.[Cl:38][c:39]1[cH:40][c:41]([CH2:46][CH2:47][NH2:48])[cH:42][cH:43][c:44]1[Cl:45].[Na+:50]>>[Cl:25][c:26]1[cH:27][c:28]([CH2:29][NH:48][CH2:47][CH2:46][c:41]2[cH:40][c:39]([Cl:38])[c:44]([Cl:45])[cH:43][cH:42]2)[cH:31][cH:32][c:33]1[C:34]1([CH3:37])[CH2:35][CH2:36]1. Reactants: CO\N=C(\C(F)(F)F)/C=1C=NC=CC1 (E-3-(α,α,α-Trifluoroacetyl)pyridine-O-methyl oxime), CI (methyl iodide). Solvent: C(C)#N (acetonitrile). The product is [I-].CO\N=C(\C(F)(F)F)/C=1C=[N+](C=CC1)C (E-1-Methyl-3-(α,α,α-trifluoroacetyl)pyridinium-O-methyl oxime iodide), solid. The yield is 100.0%. Reaction SMILES: [CH3:1][O:2]/[N:3]=[C:4](\[C:9]1[CH:10]=[N:11][CH:12]=[CH:13][CH:14]=1)/[C:5]([F:8])([F:7])[F:6].[CH3:15][I:16]>C(#N)C>[I-:16].[CH3:1][O:2]/[N:3]=[C:4](\[C:9]1[CH:10]=[N+:11]([CH3:15])[CH:12]=[CH:13][CH:14]=1)/[C:5]([F:8])([F:6])[F:7] |f:3.4|. Procedure: E-3-(α,α,α-Trifluoroacetyl)pyridine-O-methyl oxime (D7) (6.16 g, 0.030 mol) was treated with methyl iodide (15 ml, 0.241 mol) in acetonitrile (100 ml) at reflux for 3 h. The reaction mixture was cooled and evaporated to give a gum which was triturated with ether to give the title compound (D10) as a yellow solid (10.44 g, 100%) m.p. 119°-124° C. Reactants: B, CO, CC(=O)O, [K], Nc1ccc(CC(=O)O)cc1, O, O=C1OC(O)c2ccccc21. Yields the product O=C(O)Cc1ccc(N2Cc3ccccc3C2=O)cc1. As a reaction SMILES: [BH3:25].[CH3:23][OH:24].[CH3:27][C:28](=[O:29])[OH:30].[K:26].[NH2:12][c:13]1[cH:14][cH:15][c:16]([CH2:19][C:20](=[O:21])[OH:22])[cH:17][cH:18]1.[OH2:31].[OH:1][CH:2]1[O:3][C:4](=[O:5])[c:6]2[cH:7][cH:8][cH:9][cH:10][c:11]21>>[CH2:2]1[c:11]2[c:6]([cH:7][cH:8][cH:9][cH:10]2)[C:4](=[O:5])[N:12]1[c:13]1[cH:14][cH:15][c:16]([CH2:19][C:20](=[O:21])[OH:22])[cH:17][cH:18]1. Reactants: FC=1C=C2CCNC(C2=CC1)C1=CC=C(C=C1)C(F)(F)F (6-fluoro-1-(4-(trifluoromethyl)phenyl)-1,2,3,4-tetrahydroisoquinoline), C(C)(C)N(CC)C(C)C (diisopropylethylamine), FC1=CC=C(C=C1)N=C=O (4-fluorophenyl isocyanate). The solvent is ClCCl (dichloromethane). Reaction conditions: time 16 hour. The product is FC=1C=C2CCN(C(C2=CC1)C1=CC=C(C=C1)C(F)(F)F)C(=O)NC1=CC=C(C=C1)F (6-fluoro-N-(4-fluorophenyl)-1-(4-(trifluoromethyl)phenyl)-3,4-dihydroisoquinoline-2(1H)-carboxamide). Yield: 80.9%. RXN SMILES: [F:1][C:2]1[CH:3]=[C:4]2[C:9](=[CH:10][CH:11]=1)[CH:8]([C:12]1[CH:17]=[CH:16][C:15]([C:18]([F:21])([F:20])[F:19])=[CH:14][CH:13]=1)[NH:7][CH2:6][CH2:5]2.C(N(C(C)C)CC)(C)C.[F:31][C:32]1[CH:37]=[CH:36][C:35]([N:38]=[C:39]=[O:40])=[CH:34][CH:33]=1>ClCCl>[F:1][C:2]1[CH:3]=[C:4]2[C:9](=[CH:10][CH:11]=1)[CH:8]([C:12]1[CH:17]=[CH:16][C:15]([C:18]([F:19])([F:21])[F:20])=[CH:14][CH:13]=1)[N:7]([C:39]([NH:38][C:35]1[CH:36]=[CH:37][C:32]([F:31])=[CH:33][CH:34]=1)=[O:40])[CH2:6][CH2:5]2. Procedure: A solution of 6-fluoro-1-(4-(trifluoromethyl)phenyl)-1,2,3,4-tetrahydroisoquinoline (0.3 g, 1.0 mmol) and diisopropylethylamine (0.2 mL, 0.919 mmol) in anhydrous dichloromethane (6 mL) was treated with 4-fluorophenyl isocyanate (0.14 g, 1.0 mmol) and stirred at RT for 16 h. Formation of a white precipitate was observed which was collected by filtration. The solid was dried under high vacuum to give 6-fluoro-N-(4-fluorophenyl)-1-(4-(trifluoromethyl)phenyl)-3,4-dihydroisoquinoline-2(1H)-carboxamid... Reactants: CC1(OB(OC1(C)C)C=1C=C2CCC(C2=CC1)=O)C (5-(4,4,5,5-tetramethyl-1,3,2-dioxaborolan-2-yl)indan-1-one), BrC1=NC=CC(=N1)C (2-bromo-4-methyl pyrimidine), C([O-])([O-])=O.[Na+].[Na+] (sodium carbonate). The solvent is COCCOC (DME), O (water). Product: CC1=NC(=NC=C1)C=1C=C2CCC(C2=CC1)=O (5-(4-Methyl-pyrimidin-2-yl)-indan-1-one). As a reaction SMILES: CC1(C)C(C)(C)OB([C:9]2[CH:10]=[C:11]3[C:15](=[CH:16][CH:17]=2)[C:14](=[O:18])[CH2:13][CH2:12]3)O1.Br[C:21]1[N:26]=[C:25]([CH3:27])[CH:24]=[CH:23][N:22]=1.C(=O)([O-])[O-].[Na+].[Na+]>COCCOC.O>[CH3:27][C:25]1[CH:24]=[CH:23][N:22]=[C:21]([C:9]2[CH:10]=[C:11]3[C:15](=[CH:16][CH:17]=2)[C:14](=[O:18])[CH2:13][CH2:12]3)[N:26]=1 |f:2.3.4|. Reported procedure: To a 25 mL flask containing 5-(4,4,5,5-tetramethyl-1,3,2-dioxaborolan-2-yl)indan-1-one (SM-1a, 50.0 mg, 0.19 mmol) was added 2-bromo-4-methyl pyrimidine (33.6 mg, 0.16 mmol) and sodium carbonate (23 mg, 0.76 mmol). The mixture was dissolved in 2 mL DME and 0.5 mL water. The mixture was purged with nitrogen for 15 minutes. Pd(dppf)Cl2 (2.9 mg, 5 mol %) was added and the solution was degassed for an additional 15 minutes. The reaction was heated under reflux for 16 hours. The reaction was concentr...